From a dataset of the Open Reaction Database (ORD), a public repository of structured organic reaction records. describe an organic reaction: reactants, conditions, products, and yield Starting materials: [Na] (sodium), Cl.NO (hydroxylamine hydrochloride), O1N=C(C2=C1C=CC=C2)CC(=NO)Cl (1,2-benzisoxazole-3-acetohydroximic chloride). Run in C(C)O (ethanol), C(C)O (ethanol). The product is O1N=C(C2=C1C=CC=C2)CC(N)=NO (1,2-Benzisoxazole-3-acetamidoxime). The yield is 45.4%. Reaction SMILES: [Na].Cl.[NH2:3]O.[O:5]1[C:9]2[CH:10]=[CH:11][CH:12]=[CH:13][C:8]=2[C:7]([CH2:14][C:15](Cl)=[N:16][OH:17])=[N:6]1>C(O)C>[O:5]1[C:9]2[CH:10]=[CH:11][CH:12]=[CH:13][C:8]=2[C:7]([CH2:14][C:15](=[N:16][OH:17])[NH2:3])=[N:6]1 |f:1.2,^1:0|. Procedure details: In ethanol (10 ml) was dissolved metal sodium (0.4 g) and thereto was further added hydroxylamine hydrochloride (0.8 g). To the solution was added a solution of 1,2-benzisoxazole-3-acetohydroximic chloride (5.0 g) in ethanol (40 ml) under ice-cooling and the mixture was stirred for hour. The mixture was distilled under a reduced pressure to remove the solvent. To the residue was added chloroform and the insoluble substance was filtered off, and the filtrate was subjected to silica gel column chr... The reactants are ClCCl, C=CCc1ccc(C(C)=O)cc1O, [Cl-], [Cl-], [Cl-], [Cl-], O, [Zr+4]. Yields the product CC(=O)c1ccc2c(c1)OC(C)C2. RXN SMILES: [CH2:15]([Cl:16])[Cl:17].[CH2:1]([CH:2]=[CH2:3])[c:4]1[c:5]([OH:13])[cH:6][c:7]([C:10]([CH3:11])=[O:12])[cH:8][cH:9]1.[Cl-:18].[Cl-:20].[Cl-:21].[Cl-:22].[OH2:14].[Zr+4:19]>>[CH2:1]1[CH:2]([CH3:3])[O:13][c:5]2[c:4]1[cH:9][cH:8][c:7]([C:10]([CH3:11])=[O:12])[cH:6]2. Reactants: CC1(C)CN(c2ccc3c(c2)C2(COC(N)=N2)c2cc(OS(=O)(=O)C(F)(F)F)ccc2O3)CCO1, OB(O)c1cccnc1F, [Na+], [Na+], O=C([O-])[O-], CN(C)C=O, O, c1ccc(P(c2ccccc2)(c2ccccc2)[Pd](P(c2ccccc2)(c2ccccc2)c2ccccc2)(P(c2ccccc2)(c2ccccc2)c2ccccc2)P(c2ccccc2)(c2ccccc2)c2ccccc2)cc1. Yields the product CC1(C)CN(c2ccc3c(c2)C2(COC(N)=N2)c2cc(-c4cccnc4F)ccc2O3)CCO1. Reaction SMILES: [F:1][C:2]([F:3])([F:4])[S:5]([O:6][c:7]1[cH:8][cH:9][c:10]2[c:24]([cH:25]1)[C:18]1([c:17]3[c:12]([cH:13][cH:14][c:15]([N:26]4[CH2:27][C:28]([CH3:32])([CH3:33])[O:29][CH2:30][CH2:31]4)[cH:16]3)[O:11]2)[N:19]=[C:20]([NH2:23])[O:21][CH2:22]1)(=[O:34])=[O:35].[F:36][c:37]1[n:38][cH:39][cH:40][cH:41][c:42]1[B:43]([OH:44])[OH:45].[Na+:51].[Na+:52].[O-:53][C:54](=[O:55])[O-:56].[O:46]=[CH:47][N:48]([CH3:49])[CH3:50].[OH2:57].[cH:58]1[cH:59][cH:60][c:61]([P:62]([Pd:63]([P:64]([c:65]2[cH:66][cH:67][cH:68][cH:69][cH:70]2)([c:71]2[cH:72][cH:73][cH:74][cH:75][cH:76]2)[c:77]2[cH:78][cH:79][cH:80][cH:81][cH:82]2)([P:83]([c:84]2[cH:85][cH:86][cH:87][cH:88][cH:89]2)([c:90]2[cH:91][cH:92][cH:93][cH:94][cH:95]2)[c:96]2[cH:97][cH:98][cH:99][cH:100][cH:101]2)[P:102]([c:103]2[cH:104][cH:105][cH:106][cH:107][cH:108]2)([c:109]2[cH:110][cH:111][cH:112][cH:113][cH:114]2)[c:115]2[cH:116][cH:117][cH:118][cH:119][cH:120]2)([c:121]2[cH:122][cH:123][cH:124][cH:125][cH:126]2)[c:127]2[cH:128][cH:129][cH:130][cH:131][cH:132]2)[cH:133][cH:134]1>>[c:7]1(-[c:42]2[c:37]([F:36])[n:38][cH:39][cH:40][cH:41]2)[cH:8][cH:9][c:10]2[c:24]([cH:25]1)[C:18]1([c:17]3[c:12]([cH:13][cH:14][c:15]([N:26]4[CH2:27][C:28]([CH3:32])([CH3:33])[O:29][CH2:30][CH2:31]4)[cH:16]3)[O:11]2)[N:19]=[C:20]([NH2:23])[O:21][CH2:22]1. Reactants: BrC=1C=CC=2C=3C=C4C(=CC3C(C2C1)(C)C)C1=CC=CC=C1N4 (2-bromo-12,12-dimethyl-6,12-dihydro-6-azaindeno[1,2-b]fluorene), C1(=CC=CC=C1)B(O)O (phenylboronic acid). The reagents and catalysts are C1(=CC=CC=C1)P(C1=CC=CC=C1)(C1=CC=CC=C1)[Pd-4](P(C1=CC=CC=C1)(C1=CC=CC=C1)C1=CC=CC=C1)(P(C1=CC=CC=C1)(C1=CC=CC=C1)C1=CC=CC=C1)P(C1=CC=CC=C1)(C1=CC=CC=C1)C1=CC=CC=C1 (tetrakis(triphenylphosphino)palladium(0)). Solvent: CN(C)C=O (DMF). The product is CC1(C=2C=C(C=CC2C=2C=C3C(=CC12)C1=CC=CC=C1N3)C3=CC=CC=C3)C (12,12-Dimethyl-2-phenyl-6,12-dihydro-6-azaindeno[1,2-b]fluorene). As a reaction SMILES: Br[C:2]1[CH:3]=[CH:4][C:5]2[C:6]3[CH:7]=[C:8]4[NH:23][C:22]5[C:17](=[CH:18][CH:19]=[CH:20][CH:21]=5)[C:9]4=[CH:10][C:11]=3[C:12]([CH3:16])([CH3:15])[C:13]=2[CH:14]=1.[C:24]1(B(O)O)[CH:29]=[CH:28][CH:27]=[CH:26][CH:25]=1>CN(C=O)C.C1(P([Pd-4](P(C2C=CC=CC=2)(C2C=CC=CC=2)C2C=CC=CC=2)(P(C2C=CC=CC=2)(C2C=CC=CC=2)C2C=CC=CC=2)P(C2C=CC=CC=2)(C2C=CC=CC=2)C2C=CC=CC=2)(C2C=CC=CC=2)C2C=CC=CC=2)C=CC=CC=1>[CH3:15][C:12]1([CH3:16])[C:11]2[CH:10]=[C:9]3[C:17]4[C:22]([NH:23][C:8]3=[CH:7][C:6]=2[C:5]2[CH:4]=[CH:3][C:2]([C:24]3[CH:29]=[CH:28][CH:27]=[CH:26][CH:25]=3)=[CH:14][C:13]1=2)=[CH:21][CH:20]=[CH:19][CH:18]=4. Reported procedure: 2.47 g (8.1 mmol) of tetrakis(triphenylphosphino)palladium(0) are added to a vigorously stirred suspension of 14.49 g (40 mmol) of 2-bromo-12,12-dimethyl-6,12-dihydro-6-azaindeno[1,2-b]fluorene, 3.69 g (40 mmol) of phenylboronic acid and 63.9 g (127 mmol) of Na2 CO3 in 500 ml of DMF, and the mixture is subsequently heated under reflux for 16 h. After cooling, the precipitated solid is filtered off with suction, washed three times with 50 ml of toluene, three times with 50 ml of ethanol:water (1:...